This data is from the Open Reaction Database (ORD), a public repository of structured organic reaction records. The task is: describe an organic reaction: reactants, conditions, products, and yield Starting materials: C(C)(C)(C)OC(=O)N1CCC(CC1)C(C=O)Br (1-(t-butoxycarbonyl)-4-(1-bromo-2-oxoethyl)piperidine), NC1=NC=CC(=C1)C(C)(C)C (2-Amino-4-t-butylpyridine). Run in C(C)O (ethanol). Yields the product C(C)(C)(C)OC(=O)N1CCC(CC1)C1=CN=C2N1C=CC(=C2)C(C)(C)C (1-(t-Butoxycarbonyl)-4-(7-t-butylimidazo[1,2-a]pyridin-3-yl)piperidine). Yield: 23.7%. RXN SMILES: [C:1]([O:5][C:6]([N:8]1[CH2:13][CH2:12][CH:11]([CH:14](Br)[CH:15]=O)[CH2:10][CH2:9]1)=[O:7])([CH3:4])([CH3:3])[CH3:2].[NH2:18][C:19]1[CH:24]=[C:23]([C:25]([CH3:28])([CH3:27])[CH3:26])[CH:22]=[CH:21][N:20]=1>C(O)C>[C:1]([O:5][C:6]([N:8]1[CH2:13][CH2:12][CH:11]([C:14]2[N:20]3[CH:21]=[CH:22][C:23]([C:25]([CH3:28])([CH3:27])[CH3:26])=[CH:24][C:19]3=[N:18][CH:15]=2)[CH2:10][CH2:9]1)=[O:7])([CH3:4])([CH3:3])[CH3:2]. Procedure details: The title compound was prepared from 470 mg of 1-(t-butoxycarbonyl)-4-(1-bromo-2-oxoethyl)piperidine (from Procedure 23, Step C) and 277 mg of 2-amino-4-t-butyl pyridine (from Step A) in 12 mL ethanol using a procedure analogous to that described in Example 235, Step A to provide 130 mg of the title compound as a solid.